From a dataset of the Open Reaction Database (ORD), a public repository of structured organic reaction records. describe an organic reaction: reactants, conditions, products, and yield Starting materials: Example 35 ( b ), C(C1=CC=CC=C1)N (benzylamine), C(C1=CC=CC=C1)OC(=O)N[C@@H](C(C)C)C(=O)N[C@@H](C)P(O)(O)=O ((1R)-1-[(N-benzyloxycarbonyl-L-valyl)amino]-ethylphosphonic acid). The product is N[C@@H](C(C)C)C(=O)N[C@@H](C)P(O)(O)=O ((1R)-1-(L-valylamino)-ethylphosphonic acid). Reaction SMILES: C(N)C1C=CC=CC=1.C(OC([NH:19][C@H:20]([C:24]([NH:26][C@H:27]([P:29](=[O:32])([OH:31])[OH:30])[CH3:28])=[O:25])[CH:21]([CH3:23])[CH3:22])=O)C1C=CC=CC=1>>[NH2:19][C@H:20]([C:24]([NH:26][C@H:27]([P:29](=[O:30])([OH:32])[OH:31])[CH3:28])=[O:25])[CH:21]([CH3:23])[CH3:22]. Procedure details: In a manner analogous to that given in Example 35 (b), from the benzylamine salt of (1R)-1-[(N-benzyloxycarbonyl-L-valyl)amino]-ethylphosphonic acid there was obtained (1R)-1-(L-valylamino)-ethylphosphonic acid of melting point 276°-277° C (decomposition); [α]D20 = - 9.3° (c = 0.5% in water). The reactants are COC1=C(C=CCCl)C=CC=C1OC (2,3-dimethoxy-cinnamyl chloride), NC=1SC=2CCNCCC2N1 (2-amino-4,5,7,8-tetrahydro-6H-thiazolo[5,4-d]azepine), CCOCC (ether). Solvent: C(Cl)(Cl)Cl (chloroform). Product: NC=1SC=2CCN(CCC2N1)CC=CC1=C(C(=CC=C1)OC)OC (2-Amino-6-(3-(2,3-dimethoxy-phenyl)allyl)-4,5,7,8-tetrahydro-6H-thiazolo[5,4-d]azepine). Isolated yield 39.0%. As a reaction SMILES: [CH3:1][O:2][C:3]1[C:12]([O:13][CH3:14])=[CH:11][CH:10]=[CH:9][C:4]=1[CH:5]=[CH:6][CH2:7]Cl.[NH2:15][C:16]1[S:17][C:18]2[CH2:19][CH2:20][NH:21][CH2:22][CH2:23][C:24]=2[N:25]=1.CCOCC>C(Cl)(Cl)Cl>[NH2:15][C:16]1[S:17][C:18]2[CH2:19][CH2:20][N:21]([CH2:7][CH:6]=[CH:5][C:4]3[CH:9]=[CH:10][CH:11]=[C:12]([O:13][CH3:14])[C:3]=3[O:2][CH3:1])[CH2:22][CH2:23][C:24]=2[N:25]=1. Reported procedure: Prepared from 2,3-dimethoxy-cinnamyl chloride and 2 equivalents of 2-amino-4,5,7,8-tetrahydro-6H-thiazolo[5,4-d]azepine in chloroform. Yield: 39% of theory, Melting point: 87°-9 1° C. (ether). Starting materials: CC(C)N1C=CC=2C(=CC=C(C12)OC)C(=O)O (1-(1-methylethyl)-7-(methyloxy)-1H-indole-4-carboxylic acid), NCC=1C(NC(=CC1CCC)C)=O (3-(aminomethyl)-6-methyl-4-propyl-2(1H)-pyridinone), ON1N=NC2=C1N=CC=C2 (1-hydroxy-7-azabenzotriazole), C(CCl)Cl (EDC), CN1CCOCC1 (N-methylmorpholine). Solvent: CS(=O)C (DMSO), O (water). Run at time 16 hour. Product: CC1=CC(=C(C(N1)=O)CNC(=O)C=1C=2C=CNC2C(=CC1)OC)CCC (N-[(6-methyl-2-oxo-4-propyl-1,2-dihydro-3-pyridinyl)methyl]-7-(methyloxy)-1H-indole-4-carboxamide). RXN SMILES: CC([N:4]1[C:12]2[C:11]([O:13][CH3:14])=[CH:10][CH:9]=[C:8]([C:15]([OH:17])=O)[C:7]=2[CH:6]=[CH:5]1)C.[NH2:18][CH2:19][C:20]1[C:21](=[O:30])[NH:22][C:23]([CH3:29])=[CH:24][C:25]=1[CH2:26][CH2:27][CH3:28].ON1C2N=CC=CC=2N=N1.C(Cl)CCl.CN1CCOCC1>O.CS(C)=O>[CH3:29][C:23]1[NH:22][C:21](=[O:30])[C:20]([CH2:19][NH:18][C:15]([C:8]2[C:7]3[CH:6]=[CH:5][NH:4][C:12]=3[C:11]([O:13][CH3:14])=[CH:10][CH:9]=2)=[O:17])=[C:25]([CH2:26][CH2:27][CH3:28])[CH:24]=1. Procedure: Added 1-(1-methylethyl)-7-(methyloxy)-1H-indole-4-carboxylic acid (160 mg, 0.686 mmol), 3-(aminomethyl)-6-methyl-4-propyl-2(1H)-pyridinone (186 mg, 0.857 mmol), 1-hydroxy-7-azabenzotriazole (187 mg, 1.372 mmol), EDC (263 mg, 1.372 mmol) and N-methylmorpholine (0.302 mL, 2.74 mmol) to DMSO (10 mL) and stirred mixture at RT for 16 h. Added 25 ml of water and stirred for 10 minutes. Filtered off solids and dried in vacuo. The solids were purified by column chromatography (Biotage; 0% to 15% gradien... The reactants are [OH-].[Na+] (sodium hydroxide), CCOC(=O)CC(=O)OCC (malonic acid diethyl), ClC\C=C\CCl (trans-1,4-dichloro-2-butene), C(C)O.[O-]CC.[Na+] (sodium ethoxide ethanol). Solvent: C1(=CC=CC=C1)C (toluene). Conditions: time 0.5 hour. Yields the product C(C)OC(=O)C1(C(C1)C=C)C(=O)OCC (1,1-di-ethoxycarbonyl-2-vinylcyclopropane). Yield: 115.0%. As a reaction SMILES: [CH3:1][CH2:2][O:3][C:4]([CH2:6][C:7]([O:9][CH2:10][CH3:11])=[O:8])=[O:5].C(O)C.[O-]CC.[Na+].Cl[CH2:20]/[CH:21]=[CH:22]/[CH2:23]Cl.[OH-].[Na+]>C1(C)C=CC=CC=1>[CH2:10]([O:9][C:7]([C:6]1([C:4]([O:3][CH2:2][CH3:1])=[O:5])[CH2:23][CH:22]1[CH:21]=[CH2:20])=[O:8])[CH3:11] |f:1.2.3,5.6|. Procedure details: 35.2 g (220 mmol) of malonic acid diethyl esterdiethyl malonate and 400 mL of toluene were added into a three-necked flask (1 L), and thereafter, 82.3 mL (210 mmol) of a 20% sodium ethoxide ethanol solution was added thereto as a base. The obtained mixture was stirred at room temperature for 0.5 hours, and 12.5 g of trans-1,4-dichloro-2-butene (100 mmol; a reagent manufactured by Tokyo Chemical Industry Co., Ltd.) was then added to the reaction solution. The obtained mixture was stirred at room ... Starting materials: COC(C1=CC=C(C=C1)CBr)=O (4-Bromomethylbenzoic acid methyl ester), C(C)(C)(C)OC(=O)N1CCC(CC1)C(=O)OCC1=CC=CC=C1 (piperidine-1,4-dicarboxylic acid 4-benzyl ester 1-tert-butyl ester), solution, C(C)(C)[N-]C(C)C.[Li+] (lithium diisopropylamide), C(C)(=O)OCC (Ethyl acetate). The solvent is C1CCOC1 (THF). Conditions: temperature -78 celsius, time 2 hour. Product: C(C)(C)(C)OC(=O)N1CCC(CC1)(C(=O)OCC1=CC=CC=C1)CC1=CC=C(C=C1)C(=O)OC (4-(4-methoxycarbonyl-benzyl)-piperidine-1,4-dicarboxylic acid 4-benzyl ester 1-tert-butyl ester). As a reaction SMILES: [C:1]([O:5][C:6]([N:8]1[CH2:13][CH2:12][CH:11]([C:14]([O:16][CH2:17][C:18]2[CH:23]=[CH:22][CH:21]=[CH:20][CH:19]=2)=[O:15])[CH2:10][CH2:9]1)=[O:7])([CH3:4])([CH3:3])[CH3:2].C([N-]C(C)C)(C)C.[Li+].[CH3:32][O:33][C:34](=[O:43])[C:35]1[CH:40]=[CH:39][C:38]([CH2:41]Br)=[CH:37][CH:36]=1.C(OCC)(=O)C>C1COCC1>[C:1]([O:5][C:6]([N:8]1[CH2:13][CH2:12][C:11]([CH2:41][C:38]2[CH:37]=[CH:36][C:35]([C:34]([O:33][CH3:32])=[O:43])=[CH:40][CH:39]=2)([C:14]([O:16][CH2:17][C:18]2[CH:23]=[CH:22][CH:21]=[CH:20][CH:19]=2)=[O:15])[CH2:10][CH2:9]1)=[O:7])([CH3:4])([CH3:2])[CH3:3] |f:1.2|. Procedure: To a solution of piperidine-1,4-dicarboxylic acid 4-benzyl ester 1-tert-butyl ester (30.12 mmol; 9.62 g) in dry THF (100 mL) under argon at −78° C. was added, dropwise, a 2M solution of lithium diisopropylamide (2M solution in heptanes/THF/ethylbenzene; 39.16 mmol; 19.58 mL). The resulting solution was stirred at −78° C. for 2 hours. 4-Bromomethylbenzoic acid methyl ester (30.12 mmol; 6.90 g) was added and the resulting solution was stirred at −78° C. for 2 hours and allowed to warm to room temp... Reactants: Cc1cc(Br)cc([N+](=O)[O-])c1N, CC(=O)N1CCNCC1, CC(C)(C)P(C(C)(C)C)C(C)(C)C, CC(=O)[O-], CC(=O)[O-], CC(C)(C)[O-], Cc1ccccc1, [Na+], [Pd+2]. The product is CC(=O)N1CCN(c2cc(C)c(N)c([N+](=O)[O-])c2)CC1. As a reaction SMILES: [Br:1][c:2]1[cH:3][c:4]([CH3:12])[c:5]([NH2:11])[c:6]([N+:8](=[O:9])[O-:10])[cH:7]1.[C:13]([CH3:14])(=[O:15])[N:16]1[CH2:17][CH2:18][NH:19][CH2:20][CH2:21]1.[C:22]([P:23]([C:24]([CH3:25])([CH3:26])[CH3:27])[C:28]([CH3:29])([CH3:30])[CH3:31])([CH3:32])([CH3:33])[CH3:34].[C:48]([O-:49])(=[O:50])[CH3:51].[C:53]([O-:54])(=[O:55])[CH3:56].[CH3:35][C:36]([CH3:37])([O-:38])[CH3:39].[CH3:41][c:42]1[cH:43][cH:44][cH:45][cH:46][cH:47]1.[Na+:40].[Pd+2:52]>>[c:2]1([N:19]2[CH2:18][CH2:17][N:16]([C:13]([CH3:14])=[O:15])[CH2:21][CH2:20]2)[cH:3][c:4]([CH3:12])[c:5]([NH2:11])[c:6]([N+:8](=[O:9])[O-:10])[cH:7]1. Reactants: CC1(C2=C(NCCC1)C=C(C=C2)[N+](=O)[O-])C (5,5-Dimethyl-8-nitro-2,3,4,5-tetrahydro-1H-benzo[b]azepine), N1=CC=CC=C1 (Pyridine), C1(C=2C(C(N1CC(=O)Cl)=O)=CC=CC2)=O (α-Phthalimidoacetyl Chloride). Reagents/catalysts: CN(C1=CC=NC=C1)C (4-Dimethylaminopyridine). Solvent: ClCCCl (1,2-Dichloroethane). Run at time 16.5 hour. Product: CC1(C2=C(N(CCC1)C(CN1C(C3=CC=CC=C3C1=O)=O)=O)C=C(C=C2)[N+](=O)[O-])C (2-[2-(5,5-Dimethyl-8-nitro-2,3,4,5-tetrahydro-benzo[b]azepin-1-yl)-2-oxo-ethyl]-isoindole-1,3-dione). The yield is 55.0%. RXN SMILES: [CH3:1][C:2]1([CH3:16])[CH2:8][CH2:7][CH2:6][NH:5][C:4]2[CH:9]=[C:10]([N+:13]([O-:15])=[O:14])[CH:11]=[CH:12][C:3]1=2.N1C=CC=CC=1.[C:23]1(=[O:37])[N:27]([CH2:28][C:29](Cl)=[O:30])[C:26](=[O:32])[C:25]2=[CH:33][CH:34]=[CH:35][CH:36]=[C:24]12>CN(C)C1C=CN=CC=1.ClCCCl>[CH3:1][C:2]1([CH3:16])[CH2:8][CH2:7][CH2:6][N:5]([C:29](=[O:30])[CH2:28][N:27]2[C:23](=[O:37])[C:24]3[C:25](=[CH:33][CH:34]=[CH:35][CH:36]=3)[C:26]2=[O:32])[C:4]2[CH:9]=[C:10]([N+:13]([O-:15])=[O:14])[CH:11]=[CH:12][C:3]1=2. Procedure details: 5,5-Dimethyl-8-nitro-2,3,4,5-tetrahydro-1H-benzo[b]azepine (0.519 g, 2.36 mmol), Pyridine (0.420 mL, 5.19 mmol), 4-Dimethylaminopyridine (21 mg, 0.17 mmol) and anhydrous 1,2-Dichloroethane (8.5 mL) were combined in a round bottom flask. α-Phthalimidoacetyl Chloride (1.105 g, 4.942 mmol) was added to the mixture and it was stirred at room temperature for 16.5 hours. The reaction was concentrated under reduced pressure and purified by normal phase chromatography to yield a yellow solid, 2-[2-(5,5-...